Dataset: the Open Reaction Database (ORD), a public repository of structured organic reaction records. Task: describe an organic reaction: reactants, conditions, products, and yield Reactants: COC=1C=C(C=CC1)[C@@H]1NCCNC1 ((S)-2-(3-methoxy-phenyl)-piperazine), C1(CCCC1)C1=NC=2C(NC3=C(NC2S1)C=CC=C3)=S (2-cyclopentyl-4,9-dihydro-3-thia-1,4,9-triaza-benzo{f}azulene-10-thione), N1=CC=CC=C1 (pyridine). Reaction conditions: temperature 85 celsius. The product is C1(CCCC1)C1=NC=2C(=NC3=C(NC2S1)C=CC=C3)N3C[C@@H](NCC3)CCC3=CC(=CC=C3)OC ((S)-2-Cyclopentyl-10-{3-[2-(3-methoxy-phenyl)-ethyl]-piperazin-1-yl}-4H-3-thia-1,4,9-triaza-benzo[f]azulene). As a reaction SMILES: [CH3:1][O:2][C:3]1[CH:4]=[C:5]([C@H:9]2[CH2:14][NH:13][CH2:12][CH2:11][NH:10]2)[CH:6]=[CH:7][CH:8]=1.[CH:15]1([C:20]2[S:29][C:28]3[NH:27][C:26]4[CH:30]=[CH:31][CH:32]=[CH:33][C:25]=4[NH:24][C:23](=S)[C:22]=3[N:21]=2)[CH2:19][CH2:18][CH2:17][CH2:16]1.N1C=CC=[CH:37][CH:36]=1>>[CH:15]1([C:20]2[S:29][C:28]3[NH:27][C:26]4[CH:30]=[CH:31][CH:32]=[CH:33][C:25]=4[N:24]=[C:23]([N:13]4[CH2:12][CH2:11][NH:10][C@@H:9]([CH2:5][CH2:6][C:7]5[CH:37]=[CH:36][CH:4]=[C:3]([O:2][CH3:1])[CH:8]=5)[CH2:14]4)[C:22]=3[N:21]=2)[CH2:19][CH2:18][CH2:17][CH2:16]1. Reported procedure: By using a method similar to the method of Example 491, using (S)-2-(3-methoxy-phenyl)-piperazine (1.10 g, 5.0 mmol) and 2-cyclopentyl-4,9-dihydro-3-thia-1,4,9-triaza-benzo{f}azulene-10-thione (0.540 g, 1.79 mmol) in 6 ml of pyridine, and heat to 85° C. for 5 hour. After purification, give 310 mg of title compound as brown solid. Mass spectrum (electrospray) (m/e): C28H33N5OS, Cacl. Mass: 487.24; Found: 488.1 (M+1); 1H NMR (400 MHz, CDCl3) δ ppm: 7.21–7.17 (m, 1H), 7.05–6.97 (m, 2H), 6.86 (dt, 1... The reactants are ClC1=C(C=CC=C1Cl)[N+](=O)[O-] (2,3-Dichloronitrobenzene). Reagents/catalysts: [Ni] (Raney nickel). Solvent: CO (methanol). Run at time 3.5 hour. The product is ClC1=C(N)C=CC=C1Cl (2,3-dichloroaniline). As a reaction SMILES: [Cl:1][C:2]1[C:7]([Cl:8])=[CH:6][CH:5]=[CH:4][C:3]=1[N+:9]([O-])=O>CO.[Ni]>[Cl:1][C:2]1[C:7]([Cl:8])=[CH:6][CH:5]=[CH:4][C:3]=1[NH2:9]. Reported procedure: 2,3-Dichloronitrobenzene (800 g, 4.17 moles) was dissolved in methanol (5.6 L) and charged into an autoclave. Raney nickel (80 g, 10% w/w) was added to the solution. The reaction mixture was hydrogenated at 80 psi for 3.5 hrs at 30° C. and filtered through celite. Methanol was distilled off to give 2,3-dichloroaniline (C6H3Cl2NH2). The reactants are CI (MeI), C[C@@H]1CN(C[C@@H](O1)C)C1=C(C2=C(C(=NO2)O)C=C1C=O)F (6-[(2R,6S)-2,6-dimethylmorpholin-4-yl]-7-fluoro-3-hydroxy-1,2-benzisoxazole-5-carbaldehyde), C[C@@H]1CN(C[C@@H](O1)C)C1=C(C2=C(C(=NO2)O)C=C1C=O)F (6-[(2R,6S)-2,6-dimethylmorpholin-4-yl]-7-fluoro-3-hydroxy-1,2-benzisoxazole-5-carbaldehyde), C(=O)([O-])[O-].[K+].[K+] (K2CO3). The solvent is C(C)#N (acetonitrile). Conditions: temperature 60 celsius, time 2 hour. Yields the product C[C@@H]1CN(C[C@@H](O1)C)C1=C(C2=C(C(=NO2)OC)C=C1C=O)F (6-[(2R,6S)-2,6-dimethylmorpholin-4-yl]-7-fluoro-3-methoxy-1,2-benzisoxazole-5-carbaldehyde). RXN SMILES: [CH3:1][C@H:2]1[O:7][C@@H:6]([CH3:8])[CH2:5][N:4]([C:9]2[C:18]([CH:19]=[O:20])=[CH:17][C:12]3[C:13]([OH:16])=[N:14][O:15][C:11]=3[C:10]=2[F:21])[CH2:3]1.[C:22]([O-])([O-])=O.[K+].[K+].CI>C(#N)C>[CH3:1][C@H:2]1[O:7][C@@H:6]([CH3:8])[CH2:5][N:4]([C:9]2[C:18]([CH:19]=[O:20])=[CH:17][C:12]3[C:13]([O:16][CH3:22])=[N:14][O:15][C:11]=3[C:10]=2[F:21])[CH2:3]1 |f:1.2.3|. Procedure: To a solution of 6-[(2R,6S)-2,6-dimethylmorpholin-4-yl]-7-fluoro-3-hydroxy-1,2-benzisoxazole-5-carbaldehyde (Intermediate 556, 0.15 g, 0.5 mmol) in acetonitrile was added K2CO3 (0.08 g, 0.6 mmol) followed by MeI (0.07 mL, 0.5 mmol). The reaction mixture was stirred at 60° C. for 2 hours. The reaction mixture was concentrated, washed with water and extracted with EtOAc (2×10 mL). The organic layer was dried over Na2SO4, filtered and concentrated to provide the title product, along with a by-produ... The product is COS(=O)C1=CC=C(C=C1)C ((±) Methyl-p-toluenesulfinate). The reactants are CO (methanol), C=1(C(=CC=CC1)S(=O)O)C.[Na] (Sodium toluene sulfinic acid), C1(=CC=CC=C1)C (toluene), Cl (HCl), Cl (HCl), CO (MeOH), O (Water). Reported procedure: To a 5-liter, 3-neck round bottom flask, was added 2845 mls of methanol (5 volumes) and was bubbled in 165.58 grams (1.4 equivalents, 4.47 gmoles) of anhydrous HCl. Heat evolved during addition of HCl to MeOH. The flask was maintained at a temperature range from 20 to 25° C. by cooling and adjusting addition rate. Sodium toluene sulfinic acid (1.0 equivalents, 569 grams, 3.19 gmoles) was added and stirred at room temperature for 1 to 4 hours. Water 2850 mls (5 volumes) was added, then and 2850 m... RXN SMILES: [CH3:1]O.Cl.C1(C)C([S:10]([OH:12])=[O:11])=CC=CC=1.[Na].O.[C:16]1([CH3:22])[CH:21]=[CH:20][CH:19]=[CH:18][CH:17]=1>>[CH3:1][O:12][S:10]([C:19]1[CH:20]=[CH:21][C:16]([CH3:22])=[CH:17][CH:18]=1)=[O:11] |f:2.3,^1:13|. Conditions: temperature 22.5 celsius, time 2.5 hour. The reactants are CO, Clc1cc2ccccc2c(Cl)n1, Nc1ccccn1. The product is COc1nc(Cl)cc2ccccc12. As a reaction SMILES: [CH3:20][OH:21].[Cl:1][c:2]1[n:3][c:4]([Cl:12])[cH:5][c:6]2[cH:7][cH:8][cH:9][cH:10][c:11]12.[NH2:13][c:14]1[cH:15][cH:16][cH:17][cH:18][n:19]1>>[c:2]1([O:21][CH3:20])[n:3][c:4]([Cl:12])[cH:5][c:6]2[cH:7][cH:8][cH:9][cH:10][c:11]12. Starting materials: CC1CC(NN=C1C1=CC2=C(N=C(N2)C=2OC(=CC2)[N+](=O)[O-])C=C1)=O (5-methyl-6-[2-(5-nitro-2-furyl)-5-benzimidazolyl]-4,5-dihydropyridazin-3-one). The reagents and catalysts are [Pd] (Pd-C). The solvent is CO (methanol). The product is CC1CC(NN=C1C1=CC2=C(N=C(N2)C=2OC(=CC2)N)C=C1)=O (5-methyl-6-[2-(5-amino-2-furyl)-5-benzimidazolyl]-4,5-dihydropyridazin-3-one). Reaction SMILES: [CH3:1][CH:2]1[C:7]([C:8]2[CH:24]=[CH:23][C:11]3[N:12]=[C:13]([C:15]4[O:16][C:17]([N+:20]([O-])=O)=[CH:18][CH:19]=4)[NH:14][C:10]=3[CH:9]=2)=[N:6][NH:5][C:4](=[O:25])[CH2:3]1>CO.[Pd]>[CH3:1][CH:2]1[C:7]([C:8]2[CH:24]=[CH:23][C:11]3[N:12]=[C:13]([C:15]4[O:16][C:17]([NH2:20])=[CH:18][CH:19]=4)[NH:14][C:10]=3[CH:9]=2)=[N:6][NH:5][C:4](=[O:25])[CH2:3]1. Procedure: A solution of 1 g of 5-methyl-6-[2-(5-nitro-2-furyl)-5-benzimidazolyl]-4,5-dihydropyridazin-3-one in 30 ml of methanol is hydrogenated to completion on 0.2 g of 5% Pd-C at 20° and under 1 bar. The mixture is filtered, the filtrate is evaporated, and 5-methyl-6-[2-(5-amino-2-furyl)-5-benzimidazolyl]-4,5-dihydropyridazin-3-one is obtained. The product is O=C(O)C=CC=CCS(=O)c1ccccc1. The reactants are COC(=O)C=CC=CCS(=O)c1ccccc1, CO, [Na+], [OH-]. RXN SMILES: [CH3:1][O:2][C:3]([CH:4]=[CH:5][CH:6]=[CH:7][CH2:8][S:9](=[O:10])[c:11]1[cH:12][cH:13][cH:14][cH:15][cH:16]1)=[O:17].[CH3:20][OH:21].[Na+:19].[OH-:18]>>[O:2]=[C:3]([CH:4]=[CH:5][CH:6]=[CH:7][CH2:8][S:9](=[O:10])[c:11]1[cH:12][cH:13][cH:14][cH:15][cH:16]1)[OH:17]. The reactants are solution, Cl (hydrochloric acid), C(C)OCC (diethyl ether), FC1=C(COC=2C=3N(C=CC2)C(=C(N3)C)C(=O)NC(CNC(OC(C)(C)C)=O)C3=CC=CC=C3)C(=CC=C1)F (rac-tert-butyl {2-[({8-[(2,6-difluorobenzyl)oxy]-2-methylimidazo[1,2-a]pyridin-3-yl}-carbonyl)amino]-2-phenylethyl}carbamate). Reaction conditions: time 3.5 hour. Product: Cl.Cl.NCC(C1=CC=CC=C1)NC(=O)C1=C(N=C2N1C=CC=C2OCC2=C(C=CC=C2F)F)C (rac-N-(2-Amino-1-phenylethyl)-8-[(2,6-difluorobenzyl)oxy]-2-methylimidazo[1,2-a]pyridine-3-carboxamide dihydrochloride). RXN SMILES: [ClH:1].C(OCC)C.[F:7][C:8]1[CH:44]=[CH:43][CH:42]=[C:41]([F:45])[C:9]=1[CH2:10][O:11][C:12]1[C:13]2[N:14]([C:18]([C:22]([NH:24][CH:25]([C:35]3[CH:40]=[CH:39][CH:38]=[CH:37][CH:36]=3)[CH2:26][NH:27]C(=O)OC(C)(C)C)=[O:23])=[C:19]([CH3:21])[N:20]=2)[CH:15]=[CH:16][CH:17]=1>>[ClH:1].[ClH:1].[NH2:27][CH2:26][CH:25]([NH:24][C:22]([C:18]1[N:14]2[CH:15]=[CH:16][CH:17]=[C:12]([O:11][CH2:10][C:9]3[C:41]([F:45])=[CH:42][CH:43]=[CH:44][C:8]=3[F:7])[C:13]2=[N:20][C:19]=1[CH3:21])=[O:23])[C:35]1[CH:40]=[CH:39][CH:38]=[CH:37][CH:36]=1 |f:3.4.5|. Procedure details: 15.75 ml of a 2 M solution of hydrochloric acid in diethyl ether (31.5 mmol) were added to 370 mg of rac-tert-butyl {2-[({8-[(2,6-difluorobenzyl)oxy]-2-methylimidazo[1,2-a]pyridin-3-yl}-carbonyl)amino]-2-phenylethyl}carbamate (Example 80A, 0.69 mmol), and the mixture was stirred at RT for 3.5 h. The resulting precipitate was filtered off, washed with diethyl ether and dried under high vacuum. This gave 306 mg of the title compound (85% of theory, purity 98%). The reactants are COC(=O)c1ccc(OCc2c(-c3ccc(Cl)cc3)noc2C)nc1, C[Al](C)C, NCC(F)(F)F, C1COCCO1, O. Product: Cc1onc(-c2ccc(Cl)cc2)c1COc1ccc(C(=O)NCC(F)(F)F)cn1. RXN SMILES: [CH3:11][O:12][C:13]([c:14]1[cH:15][n:16][c:17]([O:20][CH2:21][c:22]2[c:23](-[c:28]3[cH:29][cH:30][c:31]([Cl:34])[cH:32][cH:33]3)[n:24][o:25][c:26]2[CH3:27])[cH:18][cH:19]1)=[O:35].[CH3:1][Al:2]([CH3:3])[CH3:4].[F:5][C:6]([CH2:7][NH2:8])([F:9])[F:10].[O:37]1[CH2:38][CH2:39][O:40][CH2:41][CH2:42]1.[OH2:36]>>[F:5][C:6]([CH2:7][NH:8][C:13](=[O:12])[c:14]1[cH:15][n:16][c:17]([O:20][CH2:21][c:22]2[c:23](-[c:28]3[cH:29][cH:30][c:31]([Cl:34])[cH:32][cH:33]3)[n:24][o:25][c:26]2[CH3:27])[cH:18][cH:19]1)([F:9])[F:10].